The task is: describe an organic reaction: reactants, conditions, products, and yield. This data is from the Open Reaction Database (ORD), a public repository of structured organic reaction records. Reactants: Cc1ccccc1-c1nsc(S(N)(=O)=O)n1, O=CN1CCOCC1, O, O=S(Cl)Cl. Yields the product Cc1ccccc1-c1nsc(S(=O)(=O)N=CN2CCOCC2)n1. Reaction SMILES: [CH3:1][c:2]1[c:3](-[c:8]2[n:9][s:10][c:11]([S:13](=[O:14])(=[O:15])[NH2:16])[n:12]2)[cH:4][cH:5][cH:6][cH:7]1.[CH:22](=[O:23])[N:24]1[CH2:25][CH2:26][O:27][CH2:28][CH2:29]1.[OH2:21].[S:17]([Cl:18])([Cl:19])=[O:20]>>[CH3:1][c:2]1[c:3](-[c:8]2[n:9][s:10][c:11]([S:13](=[O:14])(=[O:15])[N:16]=[CH:22][N:24]3[CH2:25][CH2:26][O:27][CH2:28][CH2:29]3)[n:12]2)[cH:4][cH:5][cH:6][cH:7]1. Starting materials: N1(C=CC=C1)C1=CC(=NC=C1)C (4-pyrrol-1-yl-methyl-pyridine), [Cl-].BrC=1C=C(C=[N+]2CCCC2)C=CC1 (1-(3-bromo-benzylidene)-pyrrolidinium chloride), BrC=1C=C(C=O)C=CC1 (3-bromobenzaldehyde), N1CCCC1 (pyrrolidine). Yields the product BrC=1C=C(C=CC1)C(C=1N(C=CC1)CC1=NC=CC=C1)N1CCCC1 (2-{2-[(3-Bromo-phenyl)-pyrrolidin-1-yl-methyl]-pyrrol-1-ylmethyl}-pyridine). Reaction SMILES: [N:1]1([C:6]2C=CN=[C:8]([CH3:12])[CH:7]=2)[CH:5]=[CH:4][CH:3]=[CH:2]1.[Cl-].[Br:14][C:15]1[CH:16]=[C:17]([CH:24]=[CH:25][CH:26]=1)[CH:18]=[N+:19]1[CH2:23][CH2:22][CH2:21][CH2:20]1.BrC1C=C(C=CC=1)C=O.[NH:36]1CC[CH2:38][CH2:37]1>>[Br:14][C:15]1[CH:16]=[C:17]([CH:18]([N:19]2[CH2:20][CH2:21][CH2:22][CH2:23]2)[C:5]2[N:1]([CH2:6][C:7]3[CH:8]=[CH:12][CH:38]=[CH:37][N:36]=3)[CH:2]=[CH:3][CH:4]=2)[CH:24]=[CH:25][CH:26]=1 |f:1.2|. Reported procedure: The preparation was carried out in accordance with general synthesis instructions 4 from 4-pyrrol-1-yl-methyl-pyridine and 1-(3-bromo-benzylidene)-pyrrolidinium chloride, which had been prepared in accordance with example 4 from 3-bromobenzaldehyde and pyrrolidine. Yield: 103.5%. The solvent is C(C)(C)O (isopropyl alcohol), C(C)(=O)OCC (ethyl acetate). Procedure details: tert-Butyl[2-(4-chloro-5H-pyrrolo[3,2-d]pyrimidin-5-yl)ethyl]carbamate (297 mg) and 3-methyl-4-[3-(trifluoromethoxy)phenoxy]aniline (425 mg) were dissolved in isopropyl alcohol (2.97 mL), and the mixture was stirred at 80° C. for 16 hrs. After cooling to room temperature, the mixture was diluted with ethyl acetate (60 mL), and washed with aqueous sodium hydrogen carbonate (30 mL). The organic layer was dried over magnesium sulfate and concentrated under reduced pressure. The residue was subjecte... The reactants are C(C)(C)(C)OC(NCCN1C=CC=2N=CN=C(C21)Cl)=O (tert-Butyl[2-(4-chloro-5H-pyrrolo[3,2-d]pyrimidin-5-yl)ethyl]carbamate), CC=1C=C(N)C=CC1OC1=CC(=CC=C1)OC(F)(F)F (3-methyl-4-[3-(trifluoromethoxy)phenoxy]aniline). Run at temperature 80 celsius, time 16 hour. The product is CC=1C=C(C=CC1OC1=CC(=CC=C1)OC(F)(F)F)NC=1C2=C(N=CN1)C=CN2CCNC(OC(C)(C)C)=O (tert-butyl {2-[4-({3-methyl-4-[3-(trifluoromethoxy)phenoxy]phenyl}amino)-5H-pyrrolo[3,2-d]pyrimidin-5-yl]ethyl}carbamate). RXN SMILES: [C:1]([O:5][C:6](=[O:20])[NH:7][CH2:8][CH2:9][N:10]1[C:18]2[C:17](Cl)=[N:16][CH:15]=[N:14][C:13]=2[CH:12]=[CH:11]1)([CH3:4])([CH3:3])[CH3:2].[CH3:21][C:22]1[CH:23]=[C:24]([CH:26]=[CH:27][C:28]=1[O:29][C:30]1[CH:35]=[CH:34][CH:33]=[C:32]([O:36][C:37]([F:40])([F:39])[F:38])[CH:31]=1)[NH2:25]>C(O)(C)C.C(OCC)(=O)C>[CH3:21][C:22]1[CH:23]=[C:24]([NH:25][C:17]2[C:18]3[N:10]([CH2:9][CH2:8][NH:7][C:6](=[O:20])[O:5][C:1]([CH3:4])([CH3:3])[CH3:2])[CH:11]=[CH:12][C:13]=3[N:14]=[CH:15][N:16]=2)[CH:26]=[CH:27][C:28]=1[O:29][C:30]1[CH:35]=[CH:34][CH:33]=[C:32]([O:36][C:37]([F:38])([F:39])[F:40])[CH:31]=1.